Dataset: the Open Reaction Database (ORD), a public repository of structured organic reaction records. Task: describe an organic reaction: reactants, conditions, products, and yield The reactants are O=C([O-])[O-], CCOC(=O)Cn1ccc2cc(O)ccc21, COCCc1nc(-c2ccc(C(F)(F)F)cc2)ncc1CCl, [Cs+], [Cs+], CN(C)C=O. Product: CCOC(=O)Cn1ccc2cc(OCc3cnc(-c4ccc(C(F)(F)F)cc4)nc3CCOC)ccc21. As a reaction SMILES: [C:39](=[O:40])([O-:41])[O-:42].[CH2:23]([CH3:24])[O:25][C:26]([CH2:27][n:28]1[cH:29][cH:30][c:31]2[cH:32][c:33]([OH:37])[cH:34][cH:35][c:36]12)=[O:38].[Cl:1][CH2:2][c:3]1[c:4]([CH2:19][CH2:20][O:21][CH3:22])[n:5][c:6](-[c:9]2[cH:10][cH:11][c:12]([C:15]([F:16])([F:17])[F:18])[cH:13][cH:14]2)[n:7][cH:8]1.[Cs+:43].[Cs+:44].[O:45]=[CH:46][N:47]([CH3:48])[CH3:49]>>[CH2:2]([c:3]1[c:4]([CH2:19][CH2:20][O:21][CH3:22])[n:5][c:6](-[c:9]2[cH:10][cH:11][c:12]([C:15]([F:16])([F:17])[F:18])[cH:13][cH:14]2)[n:7][cH:8]1)[O:37][c:33]1[cH:32][c:31]2[cH:30][cH:29][n:28]([CH2:27][C:26]([O:25][CH2:23][CH3:24])=[O:38])[c:36]2[cH:35][cH:34]1. The reactants are COc1ccc(Cn2nnnc2C(=O)Nc2cc(OCCCOc3ccc(C(C)=O)c(O)c3CCC(F)(F)F)ccc2C)cc1, COc1ccccc1, O=C(O)C(F)(F)F. The product is CC(=O)c1ccc(OCCCOc2ccc(C)c(NC(=O)c3nnn[nH]3)c2)c(CCC(F)(F)F)c1O. Reaction SMILES: [C:1]([CH3:2])(=[O:3])[c:4]1[c:5]([OH:45])[c:6]([CH2:39][CH2:40][C:41]([F:42])([F:43])[F:44])[c:7]([O:8][CH2:9][CH2:10][CH2:11][O:12][c:13]2[cH:14][c:15]([NH:20][C:21](=[O:22])[c:23]3[n:24][n:25][n:26][n:27]3[CH2:28][c:29]3[cH:30][cH:31][c:32]([O:33][CH3:34])[cH:35][cH:36]3)[c:16]([CH3:19])[cH:17][cH:18]2)[cH:37][cH:38]1.[CH3:53][O:54][c:55]1[cH:56][cH:57][cH:58][cH:59][cH:60]1.[OH:46][C:47]([C:48]([F:49])([F:50])[F:51])=[O:52]>>[C:1]([CH3:2])(=[O:3])[c:4]1[c:5]([OH:45])[c:6]([CH2:39][CH2:40][C:41]([F:42])([F:43])[F:44])[c:7]([O:8][CH2:9][CH2:10][CH2:11][O:12][c:13]2[cH:14][c:15]([NH:20][C:21](=[O:22])[c:23]3[n:24][n:25][n:26][nH:27]3)[c:16]([CH3:19])[cH:17][cH:18]2)[cH:37][cH:38]1.